The task is: describe an organic reaction: reactants, conditions, products, and yield. This data is from the Open Reaction Database (ORD), a public repository of structured organic reaction records. The reactants are COC(=O)Cc1csc(NC(=O)C(CC2CCCC2)c2ccc([N+](=O)[O-])cc2)n1, CCOC(C)=O. The product is COC(=O)Cc1csc(NC(=O)C(CC2CCCC2)c2ccc(N)cc2)n1. RXN SMILES: [CH3:1][O:2][C:3]([CH2:4][c:5]1[n:6][c:7]([NH:10][C:11]([CH:12]([CH2:13][CH:14]2[CH2:15][CH2:16][CH2:17][CH2:18]2)[c:19]2[cH:20][cH:21][c:22]([N+:25]([O-:26])=[O:27])[cH:23][cH:24]2)=[O:28])[s:8][cH:9]1)=[O:29].[CH3:30][CH2:31][O:32][C:33](=[O:34])[CH3:35]>>[CH3:1][O:2][C:3]([CH2:4][c:5]1[n:6][c:7]([NH:10][C:11]([CH:12]([CH2:13][CH:14]2[CH2:15][CH2:16][CH2:17][CH2:18]2)[c:19]2[cH:20][cH:21][c:22]([NH2:25])[cH:23][cH:24]2)=[O:28])[s:8][cH:9]1)=[O:29]. Starting materials: COC(=O)c1c(Nc2ccc([Si](C)(C)C)cc2F)c2cnccc2n1C1CC1, ClCCl, ClI. Product: COC(=O)c1c(Nc2ccc(I)cc2F)c2cnccc2n1C1CC1. Reaction SMILES: [CH3:1][O:2][C:3](=[O:4])[c:5]1[c:6]([NH:17][c:18]2[c:19]([F:28])[cH:20][c:21]([Si:24]([CH3:25])([CH3:26])[CH3:27])[cH:22][cH:23]2)[c:7]2[cH:8][n:9][cH:10][cH:11][c:12]2[n:13]1[CH:14]1[CH2:15][CH2:16]1.[Cl:31][CH2:32][Cl:33].[I:29][Cl:30]>>[CH3:1][O:2][C:3](=[O:4])[c:5]1[c:6]([NH:17][c:18]2[c:19]([F:28])[cH:20][c:21]([I:29])[cH:22][cH:23]2)[c:7]2[cH:8][n:9][cH:10][cH:11][c:12]2[n:13]1[CH:14]1[CH2:15][CH2:16]1.